This data is from the Open Reaction Database (ORD), a public repository of structured organic reaction records. The task is: describe an organic reaction: reactants, conditions, products, and yield The reactants are CC(=O)O[BH-](OC(C)=O)OC(C)=O, CN(C)CCCN, CCOC(C)=O, CCCCCC=CCC=CCCCCCCCC=O, [Na+], C1CCOC1. Yields the product CCCCCC=CCC=CCCCCCCCCNCCCN(C)C. RXN SMILES: [C:27]([O:28][BH-:29]([O:30][C:31](=[O:32])[CH3:33])[O:34][C:35](=[O:36])[CH3:37])(=[O:38])[CH3:39].[CH3:20][N:21]([CH2:22][CH2:23][CH2:24][NH2:25])[CH3:26].[CH3:46][CH2:47][O:48][C:49](=[O:50])[CH3:51].[CH:1]([CH2:2][CH2:3][CH2:4][CH2:5][CH2:6][CH2:7][CH2:8][CH:9]=[CH:10][CH2:11][CH:12]=[CH:13][CH2:14][CH2:15][CH2:16][CH2:17][CH3:18])=[O:19].[Na+:40].[O:41]1[CH2:42][CH2:43][CH2:44][CH2:45]1>>[CH2:1]([CH2:2][CH2:3][CH2:4][CH2:5][CH2:6][CH2:7][CH2:8][CH:9]=[CH:10][CH2:11][CH:12]=[CH:13][CH2:14][CH2:15][CH2:16][CH2:17][CH3:18])[NH:25][CH2:24][CH2:23][CH2:22][N:21]([CH3:20])[CH3:26]. Reactants: CCOC(=O)CC1OB(O)c2cc(Oc3nc(Cl)ns3)cc(C)c21, CO. Product: CCOC(=O)CC1OB(O)c2cc(Oc3ncns3)cc(C)c21. RXN SMILES: [CH2:1]([CH3:2])[O:3][C:4]([CH2:5][CH:6]1[c:7]2[c:8]([cH:12][c:13]([O:17][c:18]3[n:19][c:20]([Cl:23])[n:21][s:22]3)[cH:14][c:15]2[CH3:16])[B:9]([OH:11])[O:10]1)=[O:24].[CH3:25][OH:26]>>[CH2:1]([CH3:2])[O:3][C:4]([CH2:5][CH:6]1[c:7]2[c:8]([cH:12][c:13]([O:17][c:18]3[n:19][cH:20][n:21][s:22]3)[cH:14][c:15]2[CH3:16])[B:9]([OH:11])[O:10]1)=[O:24]. Reactants: ClC1=CC(=NC=2N1N=C(C2)C)NC(C2=CC=C(C=C2)C(C)(C)O)=O (N-(7-chloro-2-methylpyrazolo[1,5-a]pyrimidin-5-yl)-4-(2-hydroxypropan-2-yl)benzamide), CC1(OB(OC1(C)C)C=1C=CC2=C(C=CO2)C1)C (5-(4,4,5,5-Tetramethyl-1,3,2-dioxaborolan-2-yl)-1-benzofuran), O1CCOCC1 (1,4-dioxane). The reagents and catalysts are C1(=CC=CC=C1)P([C-]1C=CC=C1)C1=CC=CC=C1.[C-]1(C=CC=C1)P(C1=CC=CC=C1)C1=CC=CC=C1.[Fe+2] (1,1′-bis(diphenylphosphino)ferrocene), Cl[Pd]Cl (dichloropalladium(II)). The solvent is CO (methanol). Run at temperature 110 celsius. Yields the product O1C=CC2=C1C=CC(=C2)C2=CC(=NC=1N2N=C(C1)C)NC(C1=CC=C(C=C1)C(C)(C)O)=O (N-(7-(benzofuran-5-yl)-2-methylpyrazolo[1,5-a]pyrimidin-5-yl)-4-(2-hydroxypropan-2-yl)benzamide). The yield is 34.8%. Reaction SMILES: Cl[C:2]1[N:7]2[N:8]=[C:9]([CH3:11])[CH:10]=[C:6]2[N:5]=[C:4]([NH:12][C:13](=[O:24])[C:14]2[CH:19]=[CH:18][C:17]([C:20]([OH:23])([CH3:22])[CH3:21])=[CH:16][CH:15]=2)[CH:3]=1.CC1(C)C(C)(C)OB([C:33]2[CH:34]=[CH:35][C:36]3[O:40][CH:39]=[CH:38][C:37]=3[CH:41]=2)O1.O1CCOCC1>CO.C1(P(C2C=CC=CC=2)[C-]2C=CC=C2)C=CC=CC=1.[C-]1(P(C2C=CC=CC=2)C2C=CC=CC=2)C=CC=C1.[Fe+2].Cl[Pd]Cl>[O:40]1[C:36]2[CH:35]=[CH:34][C:33]([C:2]3[N:7]4[N:8]=[C:9]([CH3:11])[CH:10]=[C:6]4[N:5]=[C:4]([NH:12][C:13](=[O:24])[C:14]4[CH:19]=[CH:18][C:17]([C:20]([OH:23])([CH3:22])[CH3:21])=[CH:16][CH:15]=4)[CH:3]=3)=[CH:41][C:37]=2[CH:38]=[CH:39]1 |f:4.5.6|. Procedure details: A suspension of N-(7-chloro-2-methylpyrazolo[1,5-a]pyrimidin-5-yl)-4-(2-hydroxypropan-2-yl)benzamide (2F, 80 mg, 0.232 mmol), 5-(4,4,5,5-Tetramethyl-1,3,2-dioxaborolan-2-yl)-1-benzofuran (73.6 mg, 0.302 mmol), and 1,1′-bis(diphenylphosphino)ferrocene]dichloropalladium(II) (16 mg, 22 μmol) in 2:1 1,4-dioxane/saturated aqueous NaHCO3 (0.774 mL of 1,4-dioxane and 0.387 mL of saturated aqueous NaHCO3) was prepared in a 10 mL microwave reaction vessel and the sealed reaction vessel warmed to 110° C. ... The reactants are NC(C#N)(CN1N=C2C(=N1)C=C(C=C2C)Cl)C (2-amino-3-(6-chloro-4-methyl-2H-benzotriazol-2-yl)-2-methylpropionitrile), O(C1=CC=CC=C1)C1=CC=C(C(=O)Cl)C=C1 (4-phenoxybenzoyl chloride). Yields the product ClC=1C=C(C=2C(=NN(N2)CC(C)(C#N)NC(C2=CC=C(C=C2)OC2=CC=CC=C2)=O)C1)C (N-[2-(6-Chloro-4-methyl-2H-benzotriazol-2-yl)-1-cyano-1-methylethyl]-4-phenoxybenzamide), solid. Yield: 84.0%. RXN SMILES: [NH2:1][C:2]([CH3:17])([CH2:5][N:6]1[N:10]=[C:9]2[CH:11]=[C:12]([Cl:16])[CH:13]=[C:14]([CH3:15])[C:8]2=[N:7]1)[C:3]#[N:4].[O:18]([C:25]1[CH:33]=[CH:32][C:28]([C:29](Cl)=[O:30])=[CH:27][CH:26]=1)[C:19]1[CH:24]=[CH:23][CH:22]=[CH:21][CH:20]=1>>[Cl:16][C:12]1[CH:13]=[C:14]([CH3:15])[C:8]2[C:9]([CH:11]=1)=[N:10][N:6]([CH2:5][C:2]([NH:1][C:29](=[O:30])[C:28]1[CH:27]=[CH:26][C:25]([O:18][C:19]3[CH:24]=[CH:23][CH:22]=[CH:21][CH:20]=3)=[CH:33][CH:32]=1)([C:3]#[N:4])[CH3:17])[N:7]=2. Procedure: Using a procedure similar to that described in Example 1, except using 2-amino-3-(6-chloro-4-methyl-2H-benzotriazol-2-yl)-2-methylpropionitrile (60 mg, described in Example 27) and 4-phenoxybenzoyl chloride (0.067 mL), the title compound was isolated as a white solid (90 mg, 84%). MS (ES): M/Z [M+H]=446. NMR: (400 MHz, DMSO-d6): 1.73 (s, 3H), 2.47 (s, 3H), 5.38 (d, J=13.3 Hz, 1H), 5.45 (d, J=13.3 Hz, 1H), 7.08 (t, J=8.25 Hz, 4H), 7.23 (t, 1H), 7.28 (s, 1H), 7.45 (t, 2H), 7.84 (d, J=8.79 Hz, 2H),... Starting materials: [OH-].[Na+] (sodium hydroxide), O (water), CC(=O)C (acetone), ClC1=C(C=O)C=C(C=C1)C (2-chloro-5-methylbenzaldehyde), CC(=O)C (acetone). Reaction conditions: time 1 hour. Yields the product ClC1=C(C=C(C=C1)C)C=CC(C)=O (4-(2-chloro-5-methylphenyl)-3-buten-2-one). Reaction SMILES: [OH-].[Na+].O.[Cl:4][C:5]1[CH:12]=[CH:11][C:10]([CH3:13])=[CH:9][C:6]=1[CH:7]=O.[CH3:14][C:15]([CH3:17])=[O:16]>>[Cl:4][C:5]1[CH:12]=[CH:11][C:10]([CH3:13])=[CH:9][C:6]=1[CH:7]=[CH:14][C:15](=[O:16])[CH3:17] |f:0.1|. Procedure details: To a mixture of acetone (160 ml), sodium hydroxide (2.6 g) and water (160 ml) was added dropwise at 0° C. a solution of crude 2-chloro-5-methylbenzaldehyde (18.3 g) in acetone (30 ml), and the mixture was stirred at the same temperature for 1 hour. Under reduced pressure, acetone was evaporated, and the residue was extracted with ethyl acetate. The organic layer was washed with water and saturated brine, and concentrated under reduced pressure to give 4-(2-chloro-5-methylphenyl)-3-buten-2-one (1... Reactants: CC(C)(C)OC(=O)N1CCC(Oc2cc(=O)n(-c3ccc(Br)c(F)c3)nc2C#N)CC1, CCOCC, ClCCl, Cl, C1COCCO1. The product is N#Cc1nn(-c2ccc(Br)c(F)c2)c(=O)cc1OC1CCNCC1, Cl. Reaction SMILES: [Br:1][c:2]1[c:3]([F:31])[cH:4][c:5](-[n:8]2[n:9][c:10]([C:29]#[N:30])[c:11]([O:15][CH:16]3[CH2:17][CH2:18][N:19]([C:22]([O:23][C:24]([CH3:25])([CH3:26])[CH3:27])=[O:28])[CH2:20][CH2:21]3)[cH:12][c:13]2=[O:14])[cH:6][cH:7]1.[CH3:39][CH2:40][O:41][CH2:42][CH3:43].[Cl:44][CH2:45][Cl:46].[ClH:32].[O:33]1[CH2:34][CH2:35][O:36][CH2:37][CH2:38]1>>[Br:1][c:2]1[c:3]([F:31])[cH:4][c:5](-[n:8]2[n:9][c:10]([C:29]#[N:30])[c:11]([O:15][CH:16]3[CH2:17][CH2:18][NH:19][CH2:20][CH2:21]3)[cH:12][c:13]2=[O:14])[cH:6][cH:7]1.[ClH:32]. Reactants: C(#N)C1(CCCCC1)C(=O)N (1-cyano-cyclohexanecarboxylic acid amide), Cl (HCl). Reagents/catalysts: [Pd] (palladium on carbon). Solvent: C(C)O (ethanol). Run at time 24 hour. The product is Cl.NCC1(CCCCC1)C(=O)N (1-Aminomethyl-cyclohexanecarboxylic Acid Amide Hydrochloride). The yield is 100.0%. As a reaction SMILES: [C:1]([C:3]1([C:9]([NH2:11])=[O:10])[CH2:8][CH2:7][CH2:6][CH2:5][CH2:4]1)#[N:2].[ClH:12]>C(O)C.[Pd]>[ClH:12].[NH2:2][CH2:1][C:3]1([C:9]([NH2:11])=[O:10])[CH2:8][CH2:7][CH2:6][CH2:5][CH2:4]1 |f:4.5|. Reported procedure: A solution of 1-cyano-cyclohexanecarboxylic acid amide (2.34 g, 20.0 mmol) in ethanol (50 mL) was treated with concentrated HCl (3 mL) and 10% degussa palladium on carbon (0.50 g). The mixture was subjected to hydrogenation conditions (50 psi) for 24 hours, then filtered through Celite. The filtrate was concentrated, then azeotroped with methanol to give a viscous oil. The oil was then resubjected to the above hydrogenation conditions for an additional 20 hours. It was filtered and concentrated ... Starting materials: [C-]#N, [C-]#N, CN(C)C=O, CCOC(C)=O, ClCCl, COC(=O)c1cc(F)cc(Cl)c1, Cl[Pd]Cl, [Zn+2]. The product is COC(=O)c1cc(Cl)cc(C#N)c1. Reaction SMILES: [C-:27]#[N:28].[C-:30]#[N:31].[CH3:16][N:17]([CH3:18])[CH:19]=[O:20].[CH3:21][CH2:22][O:23][C:24](=[O:25])[CH3:26].[Cl:13][CH2:14][Cl:15].[Cl:1][c:2]1[cH:3][c:4]([C:5](=[O:6])[O:7][CH3:8])[cH:9][c:10]([F:12])[cH:11]1.[Cl:32][Pd:33][Cl:34].[Zn+2:29]>>[Cl:1][c:2]1[cH:3][c:4]([C:5](=[O:6])[O:7][CH3:8])[cH:9][c:10]([C:16]#[N:17])[cH:11]1. Starting materials: CI, Oc1csc(-c2c(-c3c(F)cccc3Cl)noc2-c2cnn(-c3cccc(F)c3)c2C(F)(F)F)n1, ClC(Cl)(Cl)Cl, Cl, [Na+], C1COCCO1, [OH-], O. Yields the product COc1csc(-c2c(-c3c(F)cccc3Cl)noc2-c2cnn(-c3cccc(F)c3)c2C(F)(F)F)n1. RXN SMILES: [CH3:36][I:37].[Cl:1][c:2]1[c:3](-[c:9]2[n:10][o:11][c:12](-[c:20]3[cH:21][n:22][n:23](-[c:29]4[cH:30][c:31]([F:35])[cH:32][cH:33][cH:34]4)[c:24]3[C:25]([F:26])([F:27])[F:28])[c:13]2-[c:14]2[s:15][cH:16][c:17]([OH:19])[n:18]2)[c:4]([F:8])[cH:5][cH:6][cH:7]1.[Cl:48][C:49]([Cl:50])([Cl:51])[Cl:52].[ClH:40].[Na+:39].[O:41]1[CH2:42][CH2:43][O:44][CH2:45][CH2:46]1.[OH-:38].[OH2:47]>>[Cl:1][c:2]1[c:3](-[c:9]2[n:10][o:11][c:12](-[c:20]3[cH:21][n:22][n:23](-[c:29]4[cH:30][c:31]([F:35])[cH:32][cH:33][cH:34]4)[c:24]3[C:25]([F:26])([F:27])[F:28])[c:13]2-[c:14]2[s:15][cH:16][c:17]([O:19][CH3:36])[n:18]2)[c:4]([F:8])[cH:5][cH:6][cH:7]1. The reactants are O=C(c1ccccc1)n1ccc2cc([N+](=O)[O-])ccc21, C, CO, O=C[O-], [NH4+], C1CCOC1, [Pd]. Yields the product Nc1ccc2c(ccn2C(=O)c2ccccc2)c1. RXN SMILES: [C:1]([c:2]1[cH:3][cH:4][cH:5][cH:6][cH:7]1)(=[O:8])[n:9]1[cH:10][cH:11][c:12]2[cH:13][c:14]([N+:18]([O-:19])=[O:20])[cH:15][cH:16][c:17]12.[C:32].[CH3:21][OH:22].[CH:28]([O-:29])=[O:30].[NH4+:31].[O:23]1[CH2:24][CH2:25][CH2:26][CH2:27]1.[Pd:33]>>[C:1]([c:2]1[cH:3][cH:4][cH:5][cH:6][cH:7]1)(=[O:8])[n:9]1[cH:10][cH:11][c:12]2[cH:13][c:14]([NH2:18])[cH:15][cH:16][c:17]12.